Dataset: the Open Reaction Database (ORD), a public repository of structured organic reaction records. Task: describe an organic reaction: reactants, conditions, products, and yield Reactants: COC1=CC=C(C=2C=3CCN(C(C3N(C12)C)=O)C)C(=O)O (8-methoxy-2,9-dimethyl-1-oxo-1,2,3,4-tetrahydro-β-carboline-5-carboxylic acid), C1=CC(=CC=C1[N+](=O)[O-])O (p-nitrophenol), CCN=C=NCCCN(C)C (EDCI), O (water). The reagents and catalysts are CN(C)C=1C=CN=CC1 (DMAP). Run in C1CCOC1 (THF). Product: COC1=CC=C(C=2C=3CCN(C(C3N(C12)C)=O)C)C(=O)OC1=CC=C(C=C1)[N+](=O)[O-] (p-nitrophenyl 8-methoxy-2,9-dimethyl-1-oxo-1,2,3,4-tetrahydro-β-carboline-5-carboxylate). RXN SMILES: [CH3:1][O:2][C:3]1[C:15]2[N:14]([CH3:16])[C:13]3[C:12](=[O:17])[N:11]([CH3:18])[CH2:10][CH2:9][C:8]=3[C:7]=2[C:6]([C:19]([OH:21])=[O:20])=[CH:5][CH:4]=1.[CH:22]1[C:27]([N+:28]([O-:30])=[O:29])=[CH:26][CH:25]=[C:24](O)[CH:23]=1.CCN=C=NCCCN(C)C.O>CN(C1C=CN=CC=1)C.C1COCC1>[CH3:1][O:2][C:3]1[C:15]2[N:14]([CH3:16])[C:13]3[C:12](=[O:17])[N:11]([CH3:18])[CH2:10][CH2:9][C:8]=3[C:7]=2[C:6]([C:19]([O:21][C:24]2[CH:23]=[CH:22][C:27]([N+:28]([O-:30])=[O:29])=[CH:26][CH:25]=2)=[O:20])=[CH:5][CH:4]=1. Procedure: A solution of 8-methoxy-2,9-dimethyl-1-oxo-1,2,3,4-tetrahydro-β-carboline-5-carboxylic acid (from step 5) (1 mmol), p-nitrophenol (1.5 mmol), EDCI (1.5 mmol) and DMAP (0.1 mmol) in dry THF was stirred at r.t. for 18 h. Minimum water was then added and the precipitated p-nitrophenylester was filtered and washed with water and dried (50-60%). Starting materials: ClC1=C(C=C(C(=C1C(F)(F)F)Cl)OC)N=C=O (2,4-dichloro-5-methoxy-3-trifluoromethyl-phenylisocyanate), C(C)N1CCN(CC1)C1=CC=C(C=C1)NC1=NC=NC(=C1)NC (N-[4-(4-ethyl-piperazin-1-yl)-phenyl]-N′-methyl-pyrimidine-4,6-diamine), C(=O)(O)[O-].[Na+] (NaHCO3), C(=O)(Cl)Cl (Phosgene), ClC1=C(N)C=C(C(=C1C(F)(F)F)Cl)OC (2,4-dichloro-5-methoxy-3-trifluoromethylaniline). The solvent is C1(=CC=CC=C1)C (toluene), C(Cl)Cl (DCM), O1CCOCC1 (dioxane). Conditions: time 75 minute. Product: ClC1=C(C=C(C(=C1C(F)(F)F)Cl)OC)NC(N(C)C1=NC=NC(=C1)NC1=CC=C(C=C1)N1CCN(CC1)CC)=O (3-(2,4-Dichloro-5-methoxy-3-trifluoromethyl-phenyl)-1-{6-[4-(4-ethyl-piperazin-1-yl)-phenylamino]-pyrimidin-4-yl}-1-methyl-urea). Reaction SMILES: C(Cl)(Cl)=O.ClC1C(C(F)(F)F)=C(Cl)C(OC)=CC=1N.[Cl:20][C:21]1[C:26]([C:27]([F:30])([F:29])[F:28])=[C:25]([Cl:31])[C:24]([O:32][CH3:33])=[CH:23][C:22]=1[N:34]=[C:35]=[O:36].[CH2:37]([N:39]1[CH2:44][CH2:43][N:42]([C:45]2[CH:50]=[CH:49][C:48]([NH:51][C:52]3[CH:57]=[C:56]([NH:58][CH3:59])[N:55]=[CH:54][N:53]=3)=[CH:47][CH:46]=2)[CH2:41][CH2:40]1)[CH3:38].C([O-])(O)=O.[Na+]>O1CCOCC1.C1(C)C=CC=CC=1.C(Cl)Cl>[Cl:20][C:21]1[C:26]([C:27]([F:28])([F:30])[F:29])=[C:25]([Cl:31])[C:24]([O:32][CH3:33])=[CH:23][C:22]=1[NH:34][C:35](=[O:36])[N:58]([C:56]1[CH:57]=[C:52]([NH:51][C:48]2[CH:47]=[CH:46][C:45]([N:42]3[CH2:41][CH2:40][N:39]([CH2:37][CH3:38])[CH2:44][CH2:43]3)=[CH:50][CH:49]=2)[N:53]=[CH:54][N:55]=1)[CH3:59] |f:4.5|. Procedure: Phosgene (20% in toluene, 0.54 mL, 1.0 mmol, 2.0 equiv) is added to a solution of 2,4-dichloro-5-methoxy-3-trifluoromethylaniline (156 mg, 0.60 mmol, 1.2 equiv) in dioxane (2 mL), under a nitrogen atmosphere. The mixture is heated to reflux, stirred for 75 min, allowed to cool to RT, and concentrated in vacuo. The resulting solid 2,4-dichloro-5-methoxy-3-trifluoromethyl-phenylisocyanate is added portion-wise to a boiling solution of N-[4-(4-ethyl-piperazin-1-yl)-phenyl]-N′-methyl-pyrimidine-4,6-... Reactants: [Br-], O=C(O)CCCC[P+](c1ccccc1)(c1ccccc1)c1ccccc1, CN(C(=O)OC(C)(C)C)C1CCC(=O)CC1, CC(=O)O, [H-], [Na+], CN(C)C=O. Product: CN(C(=O)OC(C)(C)C)C1CCC(=CCCCC(=O)O)CC1. As a reaction SMILES: [Br-:17].[C:18](=[O:19])([OH:20])[CH2:21][CH2:22][CH2:23][CH2:24][P+:25]([c:26]1[cH:27][cH:28][cH:29][cH:30][cH:31]1)([c:32]1[cH:33][cH:34][cH:35][cH:36][cH:37]1)[c:38]1[cH:39][cH:40][cH:41][cH:42][cH:43]1.[C:1]([CH3:2])([CH3:3])([CH3:4])[O:5][C:6]([N:7]([CH:8]1[CH2:9][CH2:10][C:11](=[O:14])[CH2:12][CH2:13]1)[CH3:15])=[O:16].[C:46]([OH:47])(=[O:48])[CH3:49].[H-:45].[Na+:44].[O:50]=[CH:51][N:52]([CH3:53])[CH3:54]>>[C:1]([CH3:2])([CH3:3])([CH3:4])[O:5][C:6]([N:7]([CH:8]1[CH2:9][CH2:10][C:11](=[CH:24][CH2:23][CH2:22][CH2:21][C:18](=[O:19])[OH:20])[CH2:12][CH2:13]1)[CH3:15])=[O:16]. Product: C1(=CC=CC=C1)CCSC1=CC2=C(CCO2)C=C1O (2,3-dihydro 6 (2 phenylethyl)thio-5-benzofuranol), thio-5 -benzofuranol. Reactants: C1(=CC=CC=C1)SC1=CC2=C(CCO2)C=C1O (2,3-dihydro-6-phenylthio-5-benzofuranol), C1(=CC=CC=C1)CSC1=CC2=C(CCO2)C=C1O (2,3-Dihydro-6-phenylmethylthio-5-benzofuranol). Procedure details: To a solution of 17 (3.00 g, 11.6 mmol) in dry tetrahydrofuran (50 mL) at -60° was added dropwise a solution of n-butyllithium (1.56 M in hexane, 8.25 mL, 13.0 mmol) and the mixture allowed to stir for 20 minutes. To the resulting white suspension was added dropwise a solution of diphenyl disulfide (4.00 g, 18.5 mmol) in tetrahydrofuran (20 mL) and the mixture allowed to stir for 20 minutes at -60° C. then warmed to room temperature over 40 minutes. The reaction mixture was poured into water (15... As a reaction SMILES: [C:1]1([S:7][C:8]2[C:16]([OH:17])=[CH:15][C:11]3[CH2:12][CH2:13][O:14][C:10]=3[CH:9]=2)[CH:6]=[CH:5][CH:4]=[CH:3][CH:2]=1.[C:18]1(CSC2C(O)=CC3CCOC=3C=2)C=CC=C[CH:19]=1>>[C:5]1([CH2:6][CH2:1][S:7][C:8]2[C:16]([OH:17])=[CH:15][C:11]3[CH2:12][CH2:13][O:14][C:10]=3[CH:9]=2)[CH:4]=[CH:3][CH:2]=[CH:19][CH:18]=1. The reactants are Cc1c(Br)cc(C(=O)OCc2ccccc2)cc1Br, CC(C)(C)OC(=O)N1CCNCC1, O=C([O-])[O-], Cc1ccccc1, [Cs+], [Cs+], O=C(C=Cc1ccccc1)C=Cc1ccccc1, O=C(C=Cc1ccccc1)C=Cc1ccccc1, O=C(C=Cc1ccccc1)C=Cc1ccccc1, [Pd], [Pd], c1ccc(P(c2ccccc2)c2ccc3ccccc3c2-c2c(P(c3ccccc3)c3ccccc3)ccc3ccccc23)cc1. Yields the product Cc1c(Br)cc(C(=O)OCc2ccccc2)cc1N1CCN(C(=O)OC(C)(C)C)CC1. As a reaction SMILES: [Br:1][c:2]1[cH:3][c:4]([C:5](=[O:6])[O:7][CH2:8][c:9]2[cH:10][cH:11][cH:12][cH:13][cH:14]2)[cH:15][c:16]([Br:19])[c:17]1[CH3:18].[C:20](=[O:21])([O:22][C:23]([CH3:24])([CH3:25])[CH3:26])[N:27]1[CH2:28][CH2:29][NH:30][CH2:31][CH2:32]1.[C:33](=[O:34])([O-:35])[O-:36].[CH3:85][c:86]1[cH:87][cH:88][cH:89][cH:90][cH:91]1.[Cs+:37].[Cs+:38].[O:112]=[C:113]([CH:114]=[CH:115][c:116]1[cH:117][cH:118][cH:119][cH:120][cH:121]1)[CH:122]=[CH:123][c:124]1[cH:125][cH:126][cH:127][cH:128][cH:129]1.[O:130]=[C:131]([CH:132]=[CH:133][c:134]1[cH:135][cH:136][cH:137][cH:138][cH:139]1)[CH:140]=[CH:141][c:142]1[cH:143][cH:144][cH:145][cH:146][cH:147]1.[O:94]=[C:95]([CH:96]=[CH:97][c:98]1[cH:99][cH:100][cH:101][cH:102][cH:103]1)[CH:104]=[CH:105][c:106]1[cH:107][cH:108][cH:109][cH:110][cH:111]1.[Pd:92].[Pd:93].[cH:39]1[cH:40][cH:41][c:42]([P:43]([c:44]2[cH:45][cH:46][c:47]3[c:48]([cH:49][cH:50][cH:51][cH:52]3)[c:53]2-[c:54]2[c:55]3[c:56]([cH:57][cH:58][cH:59][cH:60]3)[cH:61][cH:62][c:63]2[P:64]([c:65]2[cH:66][cH:67][cH:68][cH:69][cH:70]2)[c:71]2[cH:72][cH:73][cH:74][cH:75][cH:76]2)[c:77]2[cH:78][cH:79][cH:80][cH:81][cH:82]2)[cH:83][cH:84]1>>[c:2]1([N:30]2[CH2:29][CH2:28][N:27]([C:20](=[O:21])[O:22][C:23]([CH3:24])([CH3:25])[CH3:26])[CH2:32][CH2:31]2)[cH:3][c:4]([C:5](=[O:6])[O:7][CH2:8][c:9]2[cH:10][cH:11][cH:12][cH:13][cH:14]2)[cH:15][c:16]([Br:19])[c:17]1[CH3:18].